This data is from the Open Reaction Database (ORD), a public repository of structured organic reaction records. The task is: describe an organic reaction: reactants, conditions, products, and yield The reactants are NC1=C(C(=C(C(=C1[N+](=O)[O-])N)[N+](=O)[O-])N)[N+](=O)[O-] (TATB), S(=O)(Cl)Cl (thionyl chloride), NC1=C(C(=C(C(=C1[N+](=O)[O-])N)[N+](=O)[O-])N)[N+](=O)[O-] (TATB), ClC=1C(=C(C(=C(C1[N+](=O)[O-])Cl)[N+](=O)[O-])OC)[N+](=O)[O-] (3,5-dichloro-2,4,6-trinitroanisole). The solvent is CN(C=O)C (dimethylformamide). Yields the product ClC1=C(C(=C(C(=C1[N+](=O)[O-])Cl)[N+](=O)[O-])Cl)[N+](=O)[O-] (1,3,5-trichloro-2,4,6-trinitrobenzene). As a reaction SMILES: NC1C([N+]([O-])=O)=C(N)C([N+]([O-])=O)=C(N)C=1[N+]([O-])=O.[Cl:19][C:20]1[C:21]([N+:35]([O-:37])=[O:36])=[C:22](OC)[C:23]([N+:30]([O-:32])=[O:31])=[C:24]([Cl:29])[C:25]=1[N+:26]([O-:28])=[O:27].S(Cl)([Cl:40])=O>CN(C)C=O>[Cl:19][C:20]1[C:21]([N+:35]([O-:37])=[O:36])=[C:22]([Cl:40])[C:23]([N+:30]([O-:32])=[O:31])=[C:24]([Cl:29])[C:25]=1[N+:26]([O-:28])=[O:27]. Procedure details: Preparation of 1,3,5-triamino-2,4,6-trinitrobenzene (TATB) from 3,5-dichloroanisole. Nitration of 3,5-dichloroanisole under relatively mild conditions gave 3,5-dichloro-2,4,6-trinitroanisole in high yield and purity. Ammonolysis of this latter compound gave the desired TATB. Another route to TATB was through the treatment of the 3,5-dichloro-2,4,6-trinitroanisole with thionyl chloride and dimethylformamide to yield 1,3,5-trichloro-2,4,6-trinitrobenzene. Ammonolysis of this product produced TATB. Starting materials: CCO, [Cl-], [Fe], N#CSc1ccc(N)c([N+](=O)[O-])c1, [NH4+], O. The product is N#CSc1ccc(N)c(N)c1. RXN SMILES: [CH3:14][CH2:15][OH:16].[Cl-:17].[Fe:19].[N+:1]([O-:2])(=[O:3])[c:4]1[c:5]([NH2:6])[cH:7][cH:8][c:9]([S:11][C:12]#[N:13])[cH:10]1.[NH4+:18].[OH2:20]>>[NH2:1][c:4]1[c:5]([NH2:6])[cH:7][cH:8][c:9]([S:11][C:12]#[N:13])[cH:10]1.